From a dataset of the Open Reaction Database (ORD), a public repository of structured organic reaction records. describe an organic reaction: reactants, conditions, products, and yield Reaction conditions: time 3 hour. Yields the product CN(C)CC1C(C(CCC1)C1=CC=C(C=C1)OC)=O (2-dimethylaminomethyl-6-(4-methoxyphenyl)-cyclohexanone). Starting materials: Cl (hydrochloride), COC1=CC=C(C=C1)C1C(CCCC1)=O (2-(4-methoxyphenyl)-cyclohexanone), C(CCl)Cl.C[NH2+]C (dimethylammonium ethylene chloride), C(C)(=O)Cl (acetyl chloride), ClCCl.[OH-].[Na+] (dichloromethane sodium hydroxide). Solvent: CCOCC (ether), C(C)#N (acetonitrile). Procedure: 200 g (0.98 mole) of 2-(4-methoxyphenyl)-cyclohexanone from stage 2 and 91 g (1 mole) of dimethylammonium ethylene chloride were stirred in 1000 ml of dry acetonitrile at room temperature. After addition of 1 ml of acetyl chloride the reaction mixture was stirred for a further 3 hours at room temperature, a colourless, clear solution being formed. 2000 ml of dry ether were then added dropwise to the reaction mixture and the hydrochloride crystallised out. 160 g (56% of theory) of colourless crys... As a reaction SMILES: [CH3:1][O:2][C:3]1[CH:8]=[CH:7][C:6]([CH:9]2[CH2:14][CH2:13][CH2:12][CH2:11][C:10]2=[O:15])=[CH:5][CH:4]=1.C(Cl)CCl.[CH3:20][NH2+:21][CH3:22].[C:23](Cl)(=O)C.Cl.ClCCl.[OH-].[Na+]>C(#N)C.CCOCC>[CH3:20][N:21]([CH2:23][CH:11]1[CH2:12][CH2:13][CH2:14][CH:9]([C:6]2[CH:5]=[CH:4][C:3]([O:2][CH3:1])=[CH:8][CH:7]=2)[C:10]1=[O:15])[CH3:22] |f:1.2,5.6.7|. Reactants: O=C([O-])[O-], CS(C)=O, CC(Oc1ncc(O)cc1Cl)C(F)(F)F, CC(C)(C)OC(=O)c1cc(Cl)c(F)cc1F, [K+], [K+]. Product: CC(Oc1ncc(Oc2cc(F)c(C(=O)OC(C)(C)C)cc2Cl)cc1Cl)C(F)(F)F. Reaction SMILES: [C:32](=[O:33])([O-:34])[O-:35].[CH3:38][S:39](=[O:40])[CH3:41].[Cl:17][c:18]1[cH:19][c:20]([OH:31])[cH:21][n:22][c:23]1[O:24][CH:25]([C:26]([F:27])([F:28])[F:29])[CH3:30].[Cl:1][c:2]1[c:3]([F:16])[cH:4][c:5]([F:15])[c:6]([C:7](=[O:8])[O:9][C:10]([CH3:11])([CH3:12])[CH3:13])[cH:14]1.[K+:36].[K+:37]>>[Cl:1][c:2]1[c:3]([O:31][c:20]2[cH:19][c:18]([Cl:17])[c:23]([O:24][CH:25]([C:26]([F:27])([F:28])[F:29])[CH3:30])[n:22][cH:21]2)[cH:4][c:5]([F:15])[c:6]([C:7](=[O:8])[O:9][C:10]([CH3:11])([CH3:12])[CH3:13])[cH:14]1.